From a dataset of the Open Reaction Database (ORD), a public repository of structured organic reaction records. describe an organic reaction: reactants, conditions, products, and yield The reactants are O=C([O-])[O-], CC1CCC[NH2+]1, CC#N, O=c1cc2c(n[nH]1)CCc1cc(OCCCCl)ccc1-2, [I-], [K+], [K+], [K+], O=S(=O)([O-])c1ccccc1. The product is CC1CCCN1CCCOc1ccc2c(c1)CCc1n[nH]c(=O)cc1-2. Reaction SMILES: [C:37](=[O:38])([O-:39])[O-:40].[CH3:21][CH:22]1[NH2+:23][CH2:24][CH2:25][CH2:26]1.[CH3:45][C:46]#[N:47].[Cl:1][CH2:2][CH2:3][CH2:4][O:5][c:6]1[cH:7][c:8]2[c:9]([cH:19][cH:20]1)-[c:10]1[cH:11][c:12](=[O:18])[nH:13][n:14][c:15]1[CH2:16][CH2:17]2.[I-:44].[K+:41].[K+:42].[K+:43].[c:27]1([S:28]([O-:29])(=[O:30])=[O:31])[cH:32][cH:33][cH:34][cH:35][cH:36]1>>[CH2:2]([CH2:3][CH2:4][O:5][c:6]1[cH:7][c:8]2[c:9]([cH:19][cH:20]1)-[c:10]1[cH:11][c:12](=[O:18])[nH:13][n:14][c:15]1[CH2:16][CH2:17]2)[N:23]1[CH:22]([CH3:21])[CH2:26][CH2:25][CH2:24]1. Reactants: C1CCOC1, [Li]CCCC, COC(=O)c1ccc(Br)cc1, CCOC(C)=O, [Cl-], [Cl-], Cl[Pd]Cl, [Zn+2], c1ccc(P(c2ccccc2)c2ccccc2)cc1, c1ccc(P(c2ccccc2)c2ccccc2)cc1, c1cocn1. Product: COC(=O)c1ccc(-c2ncco2)cc1. Reaction SMILES: [CH2:22]1[O:23][CH2:24][CH2:25][CH2:26]1.[CH2:6]([Li:7])[CH2:8][CH2:9][CH3:10].[CH3:11][O:12][C:13]([c:14]1[cH:15][cH:16][c:17]([Br:20])[cH:18][cH:19]1)=[O:21].[CH3:27][CH2:28][O:29][C:30](=[O:31])[CH3:32].[Cl-:33].[Cl-:35].[Pd:36]([Cl:37])[Cl:38].[Zn+2:34].[c:39]1([P:40]([c:41]2[cH:42][cH:43][cH:44][cH:45][cH:46]2)[c:47]2[cH:48][cH:49][cH:50][cH:51][cH:52]2)[cH:53][cH:54][cH:55][cH:56][cH:57]1.[c:58]1([P:59]([c:60]2[cH:61][cH:62][cH:63][cH:64][cH:65]2)[c:66]2[cH:67][cH:68][cH:69][cH:70][cH:71]2)[cH:72][cH:73][cH:74][cH:75][cH:76]1.[o:1]1[cH:2][n:3][cH:4][cH:5]1>>[o:1]1[c:2](-[c:17]2[cH:16][cH:15][c:14]([C:13]([O:12][CH3:11])=[O:21])[cH:19][cH:18]2)[n:3][cH:4][cH:5]1. Reactants: CC(=CC(=O)OC)C=CCC(CCC=C(C)C)C (methyl 3,7,11-trimethyldodeca-2,4,10-trienoate), [H-].[Al+3].[Li+].[H-].[H-].[H-] (lithium aluminum hydride), C(C)(=O)O (acetic acid). The solvent is CCOCC (ether), CCOCC (ether). Reaction conditions: time 1 hour. The product is CC(=CCO)C=CCC(CCC=C(C)C)C (3,7,11-trimethyldodeca-2,4,10-trien-1-ol). Reaction SMILES: [CH3:1][C:2]([CH:8]=[CH:9][CH2:10][CH:11]([CH3:18])[CH2:12][CH2:13][CH:14]=[C:15]([CH3:17])[CH3:16])=[CH:3][C:4](OC)=[O:5].[H-].[Al+3].[Li+].[H-].[H-].[H-].C(O)(=O)C>CCOCC>[CH3:1][C:2]([CH:8]=[CH:9][CH2:10][CH:11]([CH3:18])[CH2:12][CH2:13][CH:14]=[C:15]([CH3:17])[CH3:16])=[CH:3][CH2:4][OH:5] |f:1.2.3.4.5.6|. Reported procedure: To a solution of 2 g. of methyl 3,7,11-trimethyldodeca-2,4,10-trienoate and 20 ml. of dry ether, at -78°, is added slowly about 0.4 g. of lithium aluminum hydride in dry ether. The mixture is allowed to stand about 1 hour after addition is complete and then allowed to warm up to room temperature. Then 2.5 ml. of acetic acid is added. The mixture is then washed with ice water and the organic phase separated, which is dried over magnesium sulfate and evaporated to yield 3,7,11-trimethyldodeca-2,4,... Starting materials: CC(=O)O[BH-](OC(C)=O)OC(C)=O, CC(=O)O, CN(C)C=O, CS(=O)(=O)Nc1cc(C(O)CN)ccc1O, [Na+], O=C1CCN(c2ccc(S(=O)(=O)N3CC(=O)NC3=O)cc2)CC1. Product: CS(=O)(=O)Nc1cc(C(O)CNC2CCN(c3ccc(S(=O)(=O)N4CC(=O)NC4=O)cc3)CC2)ccc1O. As a reaction SMILES: [C:44]([O:45][BH-:46]([O:47][C:48](=[O:49])[CH3:50])[O:51][C:52](=[O:53])[CH3:54])(=[O:55])[CH3:56].[CH3:1][C:2](=[O:3])[OH:4].[CH3:58][N:59]([CH3:60])[CH:61]=[O:62].[NH2:5][CH2:6][CH:7]([OH:8])[c:9]1[cH:10][cH:11][c:12]([OH:20])[c:13]([NH:15][S:16](=[O:17])(=[O:18])[CH3:19])[cH:14]1.[Na+:57].[O:21]=[C:22]1[CH2:23][CH2:24][N:25]([c:28]2[cH:29][cH:30][c:31]([S:34](=[O:35])(=[O:36])[N:37]3[C:38](=[O:43])[NH:39][C:40](=[O:42])[CH2:41]3)[cH:32][cH:33]2)[CH2:26][CH2:27]1>>[NH:5]([CH2:6][CH:7]([OH:8])[c:9]1[cH:10][cH:11][c:12]([OH:20])[c:13]([NH:15][S:16](=[O:17])(=[O:18])[CH3:19])[cH:14]1)[CH:22]1[CH2:23][CH2:24][N:25]([c:28]2[cH:29][cH:30][c:31]([S:34](=[O:35])(=[O:36])[N:37]3[C:38](=[O:43])[NH:39][C:40](=[O:42])[CH2:41]3)[cH:32][cH:33]2)[CH2:26][CH2:27]1. Reactants: N#CCc1ccccc1, COC(OC)N(C)C, CO. The product is CN(C)C=C(C#N)c1ccccc1. As a reaction SMILES: [CH2:1]([c:2]1[cH:3][cH:4][cH:5][cH:6][cH:7]1)[C:8]#[N:9].[CH3:10][O:11][CH:12]([N:13]([CH3:14])[CH3:15])[O:16][CH3:17].[CH3:18][OH:19]>>[C:1]([c:2]1[cH:3][cH:4][cH:5][cH:6][cH:7]1)([C:8]#[N:9])=[CH:12][N:13]([CH3:14])[CH3:15]. Reactants: CCOC(=O)CC(C)C, CN1CCCN(C)C1=O, C[Si](C)(C)[N-][Si](C)(C)C, CC(C)[Si](OS(=O)(=O)C(F)(F)F)(C(C)C)C(C)C, [Li+], C1CCOC1. Yields the product CCOC(=CC(C)C)O[Si](C(C)C)(C(C)C)C(C)C. As a reaction SMILES: [C:16]([CH2:17][CH:18]([CH3:19])[CH3:20])(=[O:21])[O:22][CH2:23][CH3:24].[CH3:43][N:44]1[CH2:45][CH2:46][CH2:47][N:48]([CH3:49])[C:50]1=[O:51].[CH3:6][Si:7]([N-:8][Si:9]([CH3:10])([CH3:11])[CH3:12])([CH3:13])[CH3:14].[F:25][C:26]([F:27])([F:28])[S:29]([O:30][Si:31]([CH:32]([CH3:33])[CH3:34])([CH:35]([CH3:36])[CH3:37])[CH:38]([CH3:39])[CH3:40])(=[O:41])=[O:42].[Li+:15].[O:1]1[CH2:2][CH2:3][CH2:4][CH2:5]1>>[C:16](=[CH:17][CH:18]([CH3:19])[CH3:20])([O:21][Si:31]([CH:32]([CH3:33])[CH3:34])([CH:35]([CH3:36])[CH3:37])[CH:38]([CH3:39])[CH3:40])[O:22][CH2:23][CH3:24]. The reactants are [OH-].[K+] (potassium hydroxide), OC1=CC=C(C=C1)C1=CC=C(C=C1)C#N (4-hydroxy-4'-cyanobiphenyl), BrCCCCCCO (6-bromo-1-hexanol), ice water. Solvent: CO (methanol). Yields the product OCCCCCCOC1=CC=C(C=C1)C1=CC=C(C=C1)C#N (4-(6-hydroxyhexyloxy)-4'-cyanobiphenyl). Isolated yield 43.0%. Reaction SMILES: [OH-].[K+].[OH:3][C:4]1[CH:9]=[CH:8][C:7]([C:10]2[CH:15]=[CH:14][C:13]([C:16]#[N:17])=[CH:12][CH:11]=2)=[CH:6][CH:5]=1.Br[CH2:19][CH2:20][CH2:21][CH2:22][CH2:23][CH2:24][OH:25]>CO>[OH:25][CH2:24][CH2:23][CH2:22][CH2:21][CH2:20][CH2:19][O:3][C:4]1[CH:5]=[CH:6][C:7]([C:10]2[CH:15]=[CH:14][C:13]([C:16]#[N:17])=[CH:12][CH:11]=2)=[CH:8][CH:9]=1 |f:0.1|. Procedure details: To 800 ml of a methanol solution having dissolved therein 34 g (0.514 mol) of potassium hydroxide were added 100 g (0.512 mol) of 4-hydroxy-4'-cyanobiphenyl and 93 g (0.512 mol) of 6-bromo-1-hexanol, and the mixture was heated at reflux for 13 hours. The reaction mixture was poured into ice water and extracted with ethyl acetate. The extract was concentrated under reduced pressure by the use of an evaporator, and the residue was purified by column chromatography using Wakogel C-200 as a carrier ...